From a dataset of the Open Reaction Database (ORD), a public repository of structured organic reaction records. describe an organic reaction: reactants, conditions, products, and yield Starting materials: CO, FC(F)(F)c1nnc2ccc(N3CC=C(c4cccnc4)CC3)nn12, [H][H]. The product is FC(F)(F)c1nnc2ccc(N3CCC(c4cccnc4)CC3)nn12. As a reaction SMILES: [CH3:28][OH:29].[F:1][C:2]([c:3]1[n:4][n:5][c:6]2[n:7]1[n:8][c:9]([N:12]1[CH2:13][CH2:14][C:15]([c:18]3[cH:19][n:20][cH:21][cH:22][cH:23]3)=[CH:16][CH2:17]1)[cH:10][cH:11]2)([F:24])[F:25].[H:26][H:27]>>[F:1][C:2]([c:3]1[n:4][n:5][c:6]2[n:7]1[n:8][c:9]([N:12]1[CH2:13][CH2:14][CH:15]([c:18]3[cH:19][n:20][cH:21][cH:22][cH:23]3)[CH2:16][CH2:17]1)[cH:10][cH:11]2)([F:24])[F:25]. RXN SMILES: [CH2:1]([CH2:2][CH2:3][CH2:4][CH2:5][CH2:6][CH2:7][CH2:8][CH2:9][CH2:10][CH2:11][CH2:12][CH2:13][CH2:14][CH2:15][CH3:16])[O:17][CH2:18][CH:19]([O:20][c:21]1[cH:22][cH:23][o:24][n:25]1)[CH2:26][O:27][C:28]([c:29]1[cH:30][cH:31][cH:32][cH:33][cH:34]1)([c:35]1[cH:36][cH:37][cH:38][cH:39][cH:40]1)[c:41]1[cH:42][cH:43][cH:44][cH:45][cH:46]1.[CH3:54][CH2:55][OH:56].[H:47][H:48].[O:49]1[CH2:50][CH2:51][CH2:52][CH2:53]1>>[CH2:1]([CH2:2][CH2:3][CH2:4][CH2:5][CH2:6][CH2:7][CH2:8][CH2:9][CH2:10][CH2:11][CH2:12][CH2:13][CH2:14][CH2:15][CH3:16])[O:17][CH2:18][CH:19]([OH:20])[CH2:26][O:27][C:28]([c:29]1[cH:30][cH:31][cH:32][cH:33][cH:34]1)([c:35]1[cH:36][cH:37][cH:38][cH:39][cH:40]1)[c:41]1[cH:42][cH:43][cH:44][cH:45][cH:46]1. The product is CCCCCCCCCCCCCCCCOCC(O)COC(c1ccccc1)(c1ccccc1)c1ccccc1. Reactants: CCCCCCCCCCCCCCCCOCC(COC(c1ccccc1)(c1ccccc1)c1ccccc1)Oc1ccon1, CCO, [H][H], C1CCOC1.